Dataset: the Open Reaction Database (ORD), a public repository of structured organic reaction records. Task: describe an organic reaction: reactants, conditions, products, and yield Reactants: C(C1=CC=CC=C1)OC(=O)N(C12CCC(CC1)(CC2)C(=O)ON2N=NC1=C2C=CC=C1)CC(=O)N1[C@@H](C[C@@H](C1)F)C#N ((2S,4S)-1-[[N-benzyloxycarbonyl-N-[4-(benzotriazol-1-yl)oxycarbonylbicyclo[2.2.2]oct-1-yl]amino]acetyl]-4-fluoropyrrolidine-2-carbonitrile), C(CCC)N (butylamine). Yields the product C(C1=CC=CC=C1)OC(=O)N(C12CCC(CC1)(CC2)C(=O)NCCCC)CC(=O)N2[C@@H](C[C@@H](C2)F)C#N ((2S,4S)-1-[[N-benzyloxycarbonyl-N-[4-(N-butylamino)carbonylbicyclo[2.2.2]oct-1-yl]amino]acetyl]-4-fluoropyrrolidine-2-carbonitrile). RXN SMILES: [CH2:1]([O:8][C:9]([N:11]([CH2:32][C:33]([N:35]1[CH2:39][C@@H:38]([F:40])[CH2:37][C@H:36]1[C:41]#[N:42])=[O:34])[C:12]12[CH2:19][CH2:18][C:15]([C:20]([O:22]N3C4C=CC=CC=4N=N3)=O)([CH2:16][CH2:17]1)[CH2:14][CH2:13]2)=[O:10])[C:2]1[CH:7]=[CH:6][CH:5]=[CH:4][CH:3]=1.[CH2:43]([NH2:47])[CH2:44][CH2:45][CH3:46]>>[CH2:1]([O:8][C:9]([N:11]([CH2:32][C:33]([N:35]1[CH2:39][C@@H:38]([F:40])[CH2:37][C@H:36]1[C:41]#[N:42])=[O:34])[C:12]12[CH2:17][CH2:16][C:15]([C:20]([NH:47][CH2:43][CH2:44][CH2:45][CH3:46])=[O:22])([CH2:18][CH2:19]1)[CH2:14][CH2:13]2)=[O:10])[C:2]1[CH:3]=[CH:4][CH:5]=[CH:6][CH:7]=1. Procedure details: In a similar manner to Example 4, (2S,4S)-1-[[N-benzyloxycarbonyl-N-[4-(benzotriazol-1-yl)oxycarbonylbicyclo[2.2.2]oct-1-yl]amino]acetyl]-4-fluoropyrrolidine-2-carbonitrile (50.0 mg) and butylamine (11.5 μL) were used to obtain (2S,4S)-1-[[N-benzyloxycarbonyl-N-[4-(N-butylamino)carbonylbicyclo[2.2.2]oct-1-yl]amino]acetyl]-4-fluoropyrrolidine-2-carbonitrile (44.0 mg).